The task is: describe an organic reaction: reactants, conditions, products, and yield. This data is from the Open Reaction Database (ORD), a public repository of structured organic reaction records. Reactants: BrCC(=O)OC(C)(C)C (tert-butyl bromoacetate), C(C1=CC=CC=C1)OC(=O)N1CC=2NC3=CC=CC=C3C2CC1 (2-benzyloxycarbonyl-1,2,3,4-tetrahydro-9H-pyrido[3,4-b]indole), [H-].[Na+] (sodium hydride). Solvent: C(C)(=O)OCC (ethyl acetate), CN(C)C=O (DMF), CN(C)C=O (DMF). Conditions: time 1 hour. Product: C(C1=CC=CC=C1)OC(=O)N1CC=2N(C3=CC=CC=C3C2CC1)CC(=O)OC(C)(C)C (2-benzyloxycarbonyl-9-tert-butyloxycarbonylmethyl-1,2,3,4-tetrahydro-9H-pyrido[3,4-b]indole). Reaction SMILES: [CH2:1]([O:8][C:9]([N:11]1[CH2:23][CH2:22][C:21]2[C:20]3[C:15](=[CH:16][CH:17]=[CH:18][CH:19]=3)[NH:14][C:13]=2[CH2:12]1)=[O:10])[C:2]1[CH:7]=[CH:6][CH:5]=[CH:4][CH:3]=1.[H-].[Na+].Br[CH2:27][C:28]([O:30][C:31]([CH3:34])([CH3:33])[CH3:32])=[O:29]>CN(C=O)C.C(OCC)(=O)C>[CH2:1]([O:8][C:9]([N:11]1[CH2:23][CH2:22][C:21]2[C:20]3[C:15](=[CH:16][CH:17]=[CH:18][CH:19]=3)[N:14]([CH2:27][C:28]([O:30][C:31]([CH3:34])([CH3:33])[CH3:32])=[O:29])[C:13]=2[CH2:12]1)=[O:10])[C:2]1[CH:3]=[CH:4][CH:5]=[CH:6][CH:7]=1 |f:1.2|. Procedure details: A solution of 2-benzyloxycarbonyl-1,2,3,4-tetrahydro-9H-pyrido[3,4-b]indole (3.06 g, 10.0 mmol) in dry DMF (30 ml) was added dropwise to a slurry of sodium hydride (60% dispersion in oil/480 mg, 12.0 mmol) in dry DMF (20 ml) under nitrogen at room temperature. The reaction mixture was stirred for one hour at room temperature to which was added dropwise tert-butyl bromoacetate (1.48 ml, 10.0 mmol). The reaction was stirred for a further two hours, diluted with ethyl acetate (100 ml), washed with ...